From a dataset of the Open Reaction Database (ORD), a public repository of structured organic reaction records. describe an organic reaction: reactants, conditions, products, and yield Starting materials: hydrochloride salt, C(C)(C)(C)C=1C=CC2=C(N(C(O2)=O)C2CCNCC2)C1 (4-(5-tert-butyl-2-oxo-3-benzoxazolinyl)-piperidine), BrCCCCN1S(C2=C(C1=O)C=CC=C2)(=O)=O (2-(4-bromobutyl)-1,1-dioxido-1,2-benzothiazol-3(2H)-one). Yields the product O=S1(N(C(C2=C1C=CC=C2)=O)CCCCN2CCC(CC2)N2C(OC1=C2C=C(C=C1)C(C)(C)C)=O)=O (1,1-Dioxido-2-(4-(4-(5-tert-butyl-2-oxo-3-benzoxazolinyl)-piperidin-1-yl)-butyl)-1,2-benzisothiazol-3(2H)-one). Reaction SMILES: [C:1]([C:5]1[CH:6]=[CH:7][C:8]2[O:12][C:11](=[O:13])[N:10]([CH:14]3[CH2:19][CH2:18][NH:17][CH2:16][CH2:15]3)[C:9]=2[CH:20]=1)([CH3:4])([CH3:3])[CH3:2].Br[CH2:22][CH2:23][CH2:24][CH2:25][N:26]1[C:30](=[O:31])[C:29]2[CH:32]=[CH:33][CH:34]=[CH:35][C:28]=2[S:27]1(=[O:37])=[O:36]>>[O:36]=[S:27]1(=[O:37])[C:28]2[CH:35]=[CH:34][CH:33]=[CH:32][C:29]=2[C:30](=[O:31])[N:26]1[CH2:25][CH2:24][CH2:23][CH2:22][N:17]1[CH2:18][CH2:19][CH:14]([N:10]2[C:9]3[CH:20]=[C:5]([C:1]([CH3:4])([CH3:2])[CH3:3])[CH:6]=[CH:7][C:8]=3[O:12][C:11]2=[O:13])[CH2:15][CH2:16]1. Reported procedure: From the hydrochloride salt of 4-(5-tert-butyl-2-oxo-3-benzoxazolinyl)-piperidine and 2-(4-bromobutyl)-1,1-dioxido-1,2-benzothiazol-3(2H)-one using the procedure described for Example 15, Step 5 there was obtained a white solid: 1H NMR (300 MHz, CDCl3) 8.07 (dd, J=6.6, 2.25 Hz, 1H), 7.88 (m, 3H), 7.19 (s, 1H), 7.11 (s, 2H), 4.17 (tt, J=12.21, 3.66 Hz, 1H), 3.85 (t, J=7.14 Hz, 2H), 3.09 (d, J=10.85 Hz, 2H), 2.46 (t, J=7.38 Hz, 2H), 2.36 (dt, J=12.15, 3.5 Hz, 2H), 2.13 (dt, J=10.89, 1.27 Hz, 2H), ... Reactants: C(C)(C)(C)OC(=O)N1CCC(CC1)OC1=C(C=C(C=C1)[N+](=O)[O-])C(=O)OCC (4-(1-t-butoxycarbonylpiperidin-4-yloxy)-3-ethoxycarbonylnitrobenzene), [OH-].[K+] (potassium hydroxide). Solvent: C(C)O (ethanol). The product is C(C)(C)(C)OC(=O)N1CCC(CC1)OC1=C(C=C(C=C1)[N+](=O)[O-])C(=O)O (4-(1-t-Butoxycarbonylpiperidin-4-yloxy)-3-carboxynitrobenzene). Yield: 96.9%. Reaction SMILES: [C:1]([O:5][C:6]([N:8]1[CH2:13][CH2:12][CH:11]([O:14][C:15]2[CH:20]=[CH:19][C:18]([N+:21]([O-:23])=[O:22])=[CH:17][C:16]=2[C:24]([O:26]CC)=[O:25])[CH2:10][CH2:9]1)=[O:7])([CH3:4])([CH3:3])[CH3:2].[OH-].[K+]>C(O)C>[C:1]([O:5][C:6]([N:8]1[CH2:9][CH2:10][CH:11]([O:14][C:15]2[CH:20]=[CH:19][C:18]([N+:21]([O-:23])=[O:22])=[CH:17][C:16]=2[C:24]([OH:26])=[O:25])[CH2:12][CH2:13]1)=[O:7])([CH3:4])([CH3:2])[CH3:3] |f:1.2|. Reported procedure: To a solution of 4-(1-t-butoxycarbonylpiperidin-4-yloxy)-3-ethoxycarbonylnitrobenzene (1.0 g) in ethanol (10 ml) was added aqueous potassium hydroxide solution (0.2 g in 0.5 ml) and the mixture was heated under reflux for 2 hours. After neutralization with 1M hydrochloric acid, the reaction mixture was extracted with ethyl acetate. The extract was washed with water and brine. The organic layer was dried over anhydrous magnesium sulfate, filtered and the filtrate concentrated in vacuo to give the... Reactants: C(C)(=O)Cl (acetyl chloride), N1=CC=CC=C1 (pyridine), C(C)(C)(C)OC(=O)N1C2=C(C(CCC1)NCC1=CC(=CC(=C1)C(F)(F)F)C(F)(F)F)C=CC(=C2)Cl (5-(3,5-Bis-trifluoromethyl-benzylamino)-8-chloro-2,3,4,5-tetrahydro-benzo[b]azepine-1-carboxylic acid tert-butyl ester). The solvent is ClCCl (dichloromethane). Conditions: time 24 hour. Yields the product C(C)(C)(C)OC(=O)N1C2=C(C(CCC1)N(CC1=CC(=CC(=C1)C(F)(F)F)C(F)(F)F)C(C)=O)C=CC(=C2)Cl (5-[Acetyl-(3,5-bis-trifluoromethyl-benzyl)-amino]-8-chloro-2,3,4,5-tetrahydro-benzo[b]azepine-1-carboxylic acid tert-butyl ester). Isolated yield 70.8%. RXN SMILES: [C:1](Cl)(=[O:3])[CH3:2].N1C=CC=CC=1.[C:11]([O:15][C:16]([N:18]1[CH2:24][CH2:23][CH2:22][CH:21]([NH:25][CH2:26][C:27]2[CH:32]=[C:31]([C:33]([F:36])([F:35])[F:34])[CH:30]=[C:29]([C:37]([F:40])([F:39])[F:38])[CH:28]=2)[C:20]2[CH:41]=[CH:42][C:43]([Cl:45])=[CH:44][C:19]1=2)=[O:17])([CH3:14])([CH3:13])[CH3:12]>ClCCl>[C:11]([O:15][C:16]([N:18]1[CH2:24][CH2:23][CH2:22][CH:21]([N:25]([C:1](=[O:3])[CH3:2])[CH2:26][C:27]2[CH:32]=[C:31]([C:33]([F:36])([F:35])[F:34])[CH:30]=[C:29]([C:37]([F:40])([F:38])[F:39])[CH:28]=2)[C:20]2[CH:41]=[CH:42][C:43]([Cl:45])=[CH:44][C:19]1=2)=[O:17])([CH3:14])([CH3:12])[CH3:13]. Reported procedure: Add acetyl chloride (0.3 mmol) followed by pyridine (0.3 mmol) to a solution of 5-(3,5-Bis-trifluoromethyl-benzylamino)-8-chloro-2,3,4,5-tetrahydro-benzo[b]azepine-1-carboxylic acid tert-butyl ester (0.05 g, 0.1 mmol) in dichloromethane (1 mL). After stirring at room temperature for 24 h remove solvent under vacuum. Chromatograph the product over silica gel using ethyl acetate/hexane (10-40%) to elute. This affords the title compound (0.04 g, 71%) as an oil which foams under vacuum: MS (ES+): 56... Starting materials: C(C)(C)NC(C)C (diisopropylamine), resultant mixture, Cl (hydrochloric acid), ClC(C(=O)Cl)C1=CC=C(C=C1)Cl (α-chloro-α-(4-chlorophenyl)-acetyl chloride), ice water. The solvent is O1CCOCC1 (dioxane). Product: C(C)(C)N(C(C(C1=CC=C(C=C1)Cl)Cl)=O)C(C)C (α-chloro-α-(4-chlorophenyl)-acetic acid diisopropyl amide). Yield: 86.1%. Reaction SMILES: [CH:1]([NH:4][CH:5]([CH3:7])[CH3:6])([CH3:3])[CH3:2].[Cl:8][CH:9]([C:13]1[CH:18]=[CH:17][C:16]([Cl:19])=[CH:15][CH:14]=1)[C:10](Cl)=[O:11].Cl>O1CCOCC1>[CH:1]([N:4]([CH:5]([CH3:7])[CH3:6])[C:10](=[O:11])[CH:9]([Cl:8])[C:13]1[CH:14]=[CH:15][C:16]([Cl:19])=[CH:17][CH:18]=1)([CH3:3])[CH3:2]. Reported procedure: While stirring, 22.3 g of diisopropylamine is dripped into a solution of 24.5 g of α-chloro-α-(4-chlorophenyl)-acetyl chloride (see a)) in 50 ml of dioxane. After the exothermic reaction has subsided, the mixture is stirred overnight and then poured into 700 ml of ice water; the resultant mixture is acidified with dilute hydrochloric acid and the oil which separates out is extracted 8 times, each time with 100 ml of dichloromethane. The combined extracts are washed twice with sodium carbonate so... Starting materials: Cn1c(S(C)(=O)=O)nc2cccnc21, CO, O=c1n(-c2ccc(O)cc2)c2ncccc2n1C1CC1, [H-], [Na+], CN(C)C=O. The product is Cn1c(Oc2ccc(-n3c(=O)n(C4CC4)c4cccnc43)cc2)nc2cccnc21. As a reaction SMILES: [CH3:1][n:2]1[c:3]([S:11]([CH3:12])(=[O:13])=[O:14])[n:4][c:5]2[c:6]1[n:7][cH:8][cH:9][cH:10]2.[CH3:42][OH:43].[CH:15]1([n:18]2[c:19](=[O:34])[n:20](-[c:27]3[cH:28][cH:29][c:30]([OH:33])[cH:31][cH:32]3)[c:21]3[n:22][cH:23][cH:24][cH:25][c:26]23)[CH2:16][CH2:17]1.[H-:36].[Na+:35].[O:37]=[CH:38][N:39]([CH3:40])[CH3:41]>>[CH3:1][n:2]1[c:3]([O:33][c:30]2[cH:29][cH:28][c:27](-[n:20]3[c:19](=[O:34])[n:18]([CH:15]4[CH2:16][CH2:17]4)[c:26]4[c:21]3[n:22][cH:23][cH:24][cH:25]4)[cH:32][cH:31]2)[n:4][c:5]2[c:6]1[n:7][cH:8][cH:9][cH:10]2. Starting materials: CCc1c(OC)cc(C2CNC(=O)C2)cc1OC, CI, CN(C)C=O, [H-], [Na+], C1CCOC1. Yields the product CCc1c(OC)cc(C2CC(=O)N(C)C2)cc1OC. As a reaction SMILES: [CH2:3]([CH3:4])[c:5]1[c:6]([O:19][CH3:20])[cH:7][c:8]([CH:13]2[CH2:14][C:15](=[O:18])[NH:16][CH2:17]2)[cH:9][c:10]1[O:11][CH3:12].[CH3:21][I:22].[CH3:28][N:29]([CH3:30])[CH:31]=[O:32].[H-:1].[Na+:2].[O:23]1[CH2:24][CH2:25][CH2:26][CH2:27]1>>[CH2:3]([CH3:4])[c:5]1[c:6]([O:19][CH3:20])[cH:7][c:8]([CH:13]2[CH2:14][C:15](=[O:18])[N:16]([CH3:21])[CH2:17]2)[cH:9][c:10]1[O:11][CH3:12]. Reactants: C12CN(CC(CC1)O2)C2=NC=CC(=N2)C2=CC=C(N)C=C2 (4-(2-(8-oxa-3-azabicyclo[3.2.1]octan-3-yl)pyrimidin-4-yl)aniline), C[C@@H]1NCCOC1 ((S)-3-methylmorpholine). Yields the product C[C@H]1COCCN1C1=NC=CC(=N1)C1=CC=C(N)C=C1 ((S)-4-(2-(3-methylmorpholino)pyrimidin-4-yl)aniline). RXN SMILES: [CH:1]12[O:8][CH:5](CC1)[CH2:4][N:3]([C:9]1[N:14]=[C:13]([C:15]3[CH:21]=[CH:20][C:18]([NH2:19])=[CH:17][CH:16]=3)[CH:12]=[CH:11][N:10]=1)[CH2:2]2.[CH3:22][C@H]1COCCN1>>[CH3:22][C@@H:4]1[N:3]([C:9]2[N:14]=[C:13]([C:15]3[CH:16]=[CH:17][C:18]([NH2:19])=[CH:20][CH:21]=3)[CH:12]=[CH:11][N:10]=2)[CH2:2][CH2:1][O:8][CH2:5]1. Reported procedure: Method as described for intermediate 26 using (S)-3-methylmorpholine. (699 mg, 95%).